Dataset: the Open Reaction Database (ORD), a public repository of structured organic reaction records. Task: describe an organic reaction: reactants, conditions, products, and yield Reactants: CCOC(=O)c1sc(N=[N+]=[N-])nc1-c1cccc(C(F)(F)F)c1, CCOCC, [Li+], C1CCOC1, [OH-], O, O. Yields the product [N-]=[N+]=Nc1nc(-c2cccc(C(F)(F)F)c2)c(C(=O)O)s1. As a reaction SMILES: [CH2:1]([CH3:2])[O:3][C:4](=[O:5])[c:6]1[c:7](-[c:14]2[cH:15][c:16]([C:20]([F:21])([F:22])[F:23])[cH:17][cH:18][cH:19]2)[n:8][c:9]([N:11]=[N+:12]=[N-:13])[s:10]1.[CH3:33][CH2:34][O:35][CH2:36][CH3:37].[Li+:31].[O:24]1[CH2:25][CH2:26][CH2:27][CH2:28]1.[OH-:30].[OH2:29].[OH2:32]>>[O:3]=[C:4]([OH:5])[c:6]1[c:7](-[c:14]2[cH:15][c:16]([C:20]([F:21])([F:22])[F:23])[cH:17][cH:18][cH:19]2)[n:8][c:9]([N:11]=[N+:12]=[N-:13])[s:10]1. Starting materials: C(CCC)[Li] (Butyllithium), aryl halide, CCOC(=O)C (EtOAc), Cl (HCl), COB(OC)OC (trimethylborate), CCOCC (Et2O). The solvent is hexanes. Run at temperature -78 celsius, time 2 hour. The product is CC1=CC=CC2=C1B(OC2)O (7-Methyl-3H-benzo[c][1,2]oxaborol-1-ol). Reaction SMILES: [CH2:1]([Li])[CH2:2][CH2:3][CH3:4].[CH3:6][O:7][B:8]([O:11]C)OC.CCO[C:16]([CH3:18])=O.Cl.[CH3:20]COCC>>[CH3:4][C:3]1[C:18]2[B:8]([OH:11])[O:7][CH2:6][C:16]=2[CH:20]=[CH:1][CH:2]=1. Procedure details: Butyllithium (2.5 M, 2.91 mL, 7.3 mmol) was added dropwise to a −78° C. solution of aryl halide ((Example 5: step a) 723 mg, 2.91 mmol) in Et2O (12 mL). The solution was stirred at −78° C. for 2 h and trimethylborate (3.3 mL, 29.1 mmol) was added in one portion. The solution was warmed to rt over 15 min and stirred for 1 h at rt (appearance of gelatin-like ppt). EtOAc (80 mL) and HCl (0.1 N, 30 mL) were added and the biphasic solution was stirred for 15 min. The layers were separated and the org... The reactants are CC(C[C@@H](CSCC(=O)OC(C)(C)C)NC(=O)C=1SC(=CC1)C)C ((S)-1,1-dimethylethyl [[4-methyl-2-[[[5-methyl-2-thienyl]carbonyl]amino]pentyl]thio]acetate). Run in FC(C(=O)O)(F)F (trifluoroacetic acid). Product: CC(C[C@@H](CSCC(=O)O)NC(=O)C=1SC(=CC1)C)C ((S)-[[4-methyl-2-[[(5-methyl-2-thienyl)carbonyl]amino]pentyl]thio]-acetic acid). Yield: 47.6%. As a reaction SMILES: [CH3:1][CH:2]([CH3:24])[CH2:3][C@H:4]([NH:15][C:16]([C:18]1[S:19][C:20]([CH3:23])=[CH:21][CH:22]=1)=[O:17])[CH2:5][S:6][CH2:7][C:8]([O:10]C(C)(C)C)=[O:9]>FC(F)(F)C(O)=O>[CH3:1][CH:2]([CH3:24])[CH2:3][C@H:4]([NH:15][C:16]([C:18]1[S:19][C:20]([CH3:23])=[CH:21][CH:22]=1)=[O:17])[CH2:5][S:6][CH2:7][C:8]([OH:10])=[O:9]. Procedure details: 1.83 g (0.005 mol) (S)-1,1-dimethylethyl [[4-methyl-2-[[[5-methyl-2-thienyl]carbonyl]amino]pentyl]thio]acetate and 10 ml trifluoroacetic acid are reacted according to the procedure for Example 4 to give 0.75 g of (S)-[[4-methyl-2-[[(5-methyl-2-thienyl)carbonyl]amino]pentyl]thio]-acetic acid as a viscous oil. [α]D25 +57.3° (c 0.52, methanol). Reactants: COC=1C=C(C(=O)C2=CC(=C(C=C2)OC)OC)C=CC1OC (3,4,3',4'-tetramethoxybenzophenone), [Cl-].[Al+3].[Cl-].[Cl-] (aluminum chloride), C1(=CC=CC2=CC=CC=C12)C(=O)Cl (1-naphthoyl chloride), C=1(C(OC)=CC=CC1)OC (veratrole). Yields the product COC=1C=C(C(=O)C2=CC=CC3=CC=CC=C23)C=CC1OC (1-(3,4-Dimethoxybenzoyl)naphthalene), product. Yield: 63.0%. As a reaction SMILES: [CH3:1][O:2][C:3]1[CH:4]=[C:5]([CH:18]=[CH:19][C:20]=1[O:21][CH3:22])[C:6]([C:8]1[CH:13]=[CH:12][C:11](OC)=[C:10](OC)[CH:9]=1)=[O:7].[C:23]1(OC)[C:24](=CC=[CH:29][CH:30]=1)OC.[Cl-].[Al+3].[Cl-].[Cl-].C1(C(Cl)=O)C2C(=CC=CC=2)C=CC=1>>[CH3:1][O:2][C:3]1[CH:4]=[C:5]([CH:18]=[CH:19][C:20]=1[O:21][CH3:22])[C:6]([C:8]1[C:9]2[C:10](=[CH:24][CH:23]=[CH:30][CH:29]=2)[CH:11]=[CH:12][CH:13]=1)=[O:7] |f:2.3.4.5|. Reported procedure: 1-(3,4-Dimethoxybenzoyl)naphthalene was prepared analogously to 3,4,3',4'-tetramethoxybenzophenone using veratrole (1.3 mL, 10 mmol), aluminum chloride (1.5 g, 11 mmol) and 1-naphthoyl chloride (1.5 mL, 10 mmol) with a reaction time of 24 hours at room temperature. The crude product was purified by flash column chromatography (silica gel, 2.5% ethyl acetate/methylene chloride) to afford 1.85 g (63%) of the product as a white solid: mp 92.5-94.5° C.; 1H NMR (CDCl3) δ 8.06-7.84 (m, 3 H), 7.80-7.39... The reactants are CC=1C(=NC=C(C1)C)CNCCC=1N=CN(C1)S(=O)(=O)C1=CC=C(C=C1)C ((3,5-dimethyl-pyridin-2-ylmethyl)-{2-[1-(toluene-4-sulfonyl)-1H-imidazol-4-yl]-ethyl}-amine), C(C)(C)C=1C(=NC=CC1)C=O (3-isopropyl-pyridine-2-carbaldehyde), [BH-](OC(=O)C)(OC(=O)C)OC(=O)C.[Na+] (NaBH(OAc)3). Run in C(Cl)Cl (CH2Cl2). Product: CC=1C(=NC=C(C1)C)CN(CCC=1N=CN(C1)S(=O)(=O)C1=CC=C(C=C1)C)CC1=NC=CC=C1C(C)C ((3,5-dimethyl-pyridin-2-ylmethyl)-(3-isopropyl-pyridin-2-ylmethyl)-{2-[1-(toluene-4-sulfonyl)-1H-imidazol-4-yl]-ethyl}-amine). As a reaction SMILES: [CH3:1][C:2]1[C:3]([CH2:9][NH:10][CH2:11][CH2:12][C:13]2[N:14]=[CH:15][N:16]([S:18]([C:21]3[CH:26]=[CH:25][C:24]([CH3:27])=[CH:23][CH:22]=3)(=[O:20])=[O:19])[CH:17]=2)=[N:4][CH:5]=[C:6]([CH3:8])[CH:7]=1.[CH:28]([C:31]1[C:32]([CH:37]=O)=[N:33][CH:34]=[CH:35][CH:36]=1)([CH3:30])[CH3:29].[BH-](OC(C)=O)(OC(C)=O)OC(C)=O.[Na+]>C(Cl)Cl>[CH3:1][C:2]1[C:3]([CH2:9][N:10]([CH2:37][C:32]2[C:31]([CH:28]([CH3:30])[CH3:29])=[CH:36][CH:35]=[CH:34][N:33]=2)[CH2:11][CH2:12][C:13]2[N:14]=[CH:15][N:16]([S:18]([C:21]3[CH:22]=[CH:23][C:24]([CH3:27])=[CH:25][CH:26]=3)(=[O:19])=[O:20])[CH:17]=2)=[N:4][CH:5]=[C:6]([CH3:8])[CH:7]=1 |f:2.3|. Procedure: Using General Procedure B: Reaction of (3,5-dimethyl-pyridin-2-ylmethyl)-{2-[1-(toluene-4-sulfonyl)-1H-imidazol-4-yl]-ethyl}-amine and 3-isopropyl-pyridine-2-carbaldehyde in CH2Cl2 (5 mL) with NaBH(OAc)3 gave (3,5-dimethyl-pyridin-2-ylmethyl)-(3-isopropyl-pyridin-2-ylmethyl)-{2-[1-(toluene-4-sulfonyl)-1H-imidazol-4-yl]-ethyl}-amine. 1H NMR (CDCl3) δ 0.91 (d, 6H, J=6.51 Hz), 2.04 (s, 3H), 2.24 (s, 1H), 2.26 (s, 3H), 2.41 (s, 3H), 2.71 (m, 2H), 2.82 (m, 2H), 3.75 (d, 4H, J=4.50 Hz), 6.63 (s, 1H), ... Reactants: NCCCCCC(=O)O (6-aminocaproic acid), [OH-].[Na+] (sodium hydroxide), C([O-])(O)=O.[Na+] (sodium bicarbonate), FC1=CC=C(C=C1)[N+](=O)[O-] (4-fluoronitrobenzene). The solvent is O (water), C(C)O (ethanol). Run at time 8 hour. Product: [N+](=O)([O-])C1=CC=C(C=C1)NCCCCCC(=O)O (6-[N-(4-Nitrophenyl)amino]caproic Acid). Isolated yield 97.0%. As a reaction SMILES: [NH2:1][CH2:2][CH2:3][CH2:4][CH2:5][CH2:6][C:7]([OH:9])=[O:8].[OH-].[Na+].C(=O)(O)[O-].[Na+].F[C:18]1[CH:23]=[CH:22][C:21]([N+:24]([O-:26])=[O:25])=[CH:20][CH:19]=1>O.C(O)C>[N+:24]([C:21]1[CH:22]=[CH:23][C:18]([NH:1][CH2:2][CH2:3][CH2:4][CH2:5][CH2:6][C:7]([OH:9])=[O:8])=[CH:19][CH:20]=1)([O-:26])=[O:25] |f:1.2,3.4|. Reported procedure: 5 g (38.11 mmol) of 6-aminocaproic acid are dissolved in 50 ml of water in the presence of 1.5 g (1 eq) of sodium hydroxide and 4.2 g (1.3 eq) of sodium bicarbonate in a 250 ml three-necked flask equipped with a reflux condenser and a thermometer. A solution of 4.9 ml (1.2 eq) of 4-fluoronitrobenzene in 50 ml of ethanol is run into the mixture, which mixture is subsequently brought to reflux (85°-90° C.) for 48 hours. The mixture is cooled and then extracted 3 times with dichloromethane. The aqu... Starting materials: Cl.C(C)OC(C1=C(C=CC=C1)C#N)=N (2-cyano-benzimidic acid ethyl ester hydrochloride), C(C)OC(CN)OCC (2,2-diethoxy-ethylamine). The solvent is CO (methanol). Yields the product Cl.N1C(=NC=C1)C1=C(C#N)C=CC=C1 (2-(1H-imidazol-2-yl)-benzonitrile hydrochloride). The yield is 3.6%. Reaction SMILES: [ClH:1].C(O[C:5](=[NH:14])[C:6]1[CH:11]=[CH:10][CH:9]=[CH:8][C:7]=1[C:12]#[N:13])C.C(O[CH:18](OCC)[CH2:19][NH2:20])C>CO>[ClH:1].[NH:20]1[CH:19]=[CH:18][N:14]=[C:5]1[C:6]1[CH:11]=[CH:10][CH:9]=[CH:8][C:7]=1[C:12]#[N:13] |f:0.1,4.5|. Procedure details: A solution of 2-cyano-benzimidic acid ethyl ester hydrochloride (43 g, 0.20 mol) and 2,2-diethoxy-ethylamine (30 ml, 0.21 mol) in methanol (430 ml) was aged at room temperature for 1 h. The reaction mixture was concentrated to remove methanol and conc. sulfuric acid (110 ml) was added. After heating on a steam bath for 1.5 h, the reaction mixture was diluted with water (700 ml) and extracted with chloroform. The aqueous phase was made strongly basic with sodium hydroxide and extracted with chlor...